This data is from the Open Reaction Database (ORD), a public repository of structured organic reaction records. The task is: describe an organic reaction: reactants, conditions, products, and yield Reactants: O1C(OCC1)C(C)[C@H]1CC[C@H]2[C@@H]3[C@@H](C=C4C[C@H](C[C@@H]([C@]4(C)[C@H]3CC[C@]12C)OC(C)=O)OCOC)OC(=O)OC (20-(1,3-dioxolan-2-yl)-1α-acetoxy-3β-(methoxymethyl)oxy-7α-(methoxycarbonyl)oxypregn-5-ene), CC1(COC(OC1)C(C)[C@H]1CC[C@H]2[C@@H]3[C@@H](C=C4C[C@H](C[C@@H]([C@]4(C)[C@H]3CC[C@]12C)OC(=O)OC)OC(=O)OC)OC(=O)OC)C (20-(5,5-dimethyl-1,3-dioxan-2-yl)-1α,3β,7α-tris(methoxycarbonyloxy)pregn-5-ene). The product is O1C(OCC1)C(C)[C@H]1CC[C@H]2[C@@H]3[C@@H](C=C4C[C@H](C[C@@H]([C@]4(C)[C@H]3CC[C@]12C)O)OCOC)O (20-(1,3-dioxolan-2-yl)-3β-(methoxymethyl)oxypregn-5-ene-1α,7α-diol). Isolated yield 88.3%. RXN SMILES: [O:1]1[CH2:5][CH2:4][O:3][CH:2]1[CH:6]([C@@H:8]1[C@:25]2([CH3:26])[C@H:11]([C@H:12]3[C@H:22]([CH2:23][CH2:24]2)[C@:20]2([CH3:21])[C:15]([CH2:16][C@@H:17]([O:31][CH2:32][O:33][CH3:34])[CH2:18][C@@H:19]2[O:27]C(=O)C)=[CH:14][C@H:13]3[O:35]C(OC)=O)[CH2:10][CH2:9]1)[CH3:7].CC1(C)COC(C([C@@H]2[C@]3(C)[C@H]([C@H]4[C@H](CC3)[C@]3(C)C(C[C@@H](OC(OC)=O)C[C@@H]3OC(OC)=O)=C[C@H]4OC(OC)=O)CC2)C)OC1>>[O:1]1[CH2:5][CH2:4][O:3][CH:2]1[CH:6]([C@@H:8]1[C@:25]2([CH3:26])[C@H:11]([C@H:12]3[C@H:22]([CH2:23][CH2:24]2)[C@:20]2([CH3:21])[C:15]([CH2:16][C@@H:17]([O:31][CH2:32][O:33][CH3:34])[CH2:18][C@@H:19]2[OH:27])=[CH:14][C@H:13]3[OH:35])[CH2:10][CH2:9]1)[CH3:7]. Procedure: The reaction and workup procedures of Example 140 were repeated except that 90 mg of 20-(1,3-dioxolan-2-yl)-1α-acetoxy-3β-(methoxymethyl)oxy-7α-(methoxycarbonyl)oxypregn-5-ene was used in lieu of 100 mg of 20-(5,5-dimethyl-1,3-dioxan-2-yl)-1α,3β,7α-tris(methoxycarbonyloxy)pregn-5-ene to give 65 mg of 20-(1,3-dioxolan-2-yl)-3β-(methoxymethyl)oxypregn-5-ene-1α,7α-diol showing the following properties. Run in O (water). Yield: 84.0%. As a reaction SMILES: [OH-:1].[Na+].C[O:4][C:5]([C:7]1[C:8]([NH:27][C:28]2[CH:33]=[CH:32][C:31]([Br:34])=[CH:30][C:29]=2[Cl:35])=[C:9]([Cl:26])[C:10]2[N:11]([C:13]([CH2:16][NH:17][CH2:18]C(OC(C)(C)C)=O)=[CH:14][N:15]=2)[CH:12]=1)=[O:6].[CH3:36][OH:37].O.Cl>O>[Br:34][C:31]1[CH:32]=[CH:33][C:28]([NH:27][C:8]2[C:7]([C:5]([OH:4])=[O:6])=[CH:12][N:11]3[C:13]([CH2:16][N:17]([C:36]([O:37][C:7]([CH3:8])([CH3:12])[CH3:5])=[O:1])[CH3:18])=[CH:14][N:15]=[C:10]3[C:9]=2[Cl:26])=[C:29]([Cl:35])[CH:30]=1 |f:0.1,3.4|. Procedure details: Sodium hydroxide (1.0 M aqueous solution, 0.16 mL, 0.16 mmol) is added to a solution of 7-(4-bromo-2-chlorophenylamino)-3-[(tert-butoxycarbonylmethylamino)-methyl]-8-chloroimidazo[1,2-a]pyridine-6-carboxylic acid methyl ester (60) (15 mg, 0.026 mmol) in 4:1 MeOH/water (5 mL). When the reaction was complete, the solution was diluted with water, acidified to pH 3 by addition of 1.0 M aqueous HCl, and extracted with ethyl acetate. The organic extracts were dried over NaSO4, filtered, concentrated i... Yields the product BrC1=CC(=C(C=C1)NC1=C(C=2N(C=C1C(=O)O)C(=CN2)CN(C)C(=O)OC(C)(C)C)Cl)Cl (7-(4-bromo-2-chlorophenylamino)-3-[(tert-butoxycarbonyl-methylamino)-methyl]-8-chloroimidazo[1,2-a]pyridine-6-carboxylic acid). Starting materials: [OH-].[Na+] (Sodium hydroxide), COC(=O)C=1C(=C(C=2N(C1)C(=CN2)CNCC(=O)OC(C)(C)C)Cl)NC2=C(C=C(C=C2)Br)Cl (7-(4-bromo-2-chlorophenylamino)-3-[(tert-butoxycarbonylmethylamino)-methyl]-8-chloroimidazo[1,2-a]pyridine-6-carboxylic acid methyl ester), CO.O (MeOH water), Cl (HCl). Starting materials: SC1=CC2=C(N=C(S2)NC(=O)NCCN2CCOCC2)C=C1 (1-(6-sulphanyl-benzothiazol-2-yl)-3-(2-morpholin-4-yl-ethyl)urea), C([O-])([O-])=O.[K+].[K+] (potassium carbonate), saturated aqueous solution, C(O)([O-])=O (hydrogen carbonate), ClC1=NN=C2N1N=C(C=C2)C=2C=NN(C2)C (3-chloro-6-(1-methyl-1H-pyrazol-4-yl)-1,2,4-triazolo[4,3-b]pyridazine). The solvent is CS(=O)C (dimethyl sulphoxide), O (water). Run at temperature 190 celsius, time 30 minute. The product is CN1N=CC(=C1)C=1C=CC=2N(N1)C(=NN2)SC2=CC1=C(N=C(S1)N)C=C2 (6-{[6-(1-methyl-1H-pyrazol-4-yl)[1,2,4]triazolo[4,3-b]pyridazin-3-yl]sulphanyl}-1,3-benzothiazol-2-amine). Yield: 38.1%. RXN SMILES: [SH:1][C:2]1[CH:22]=[CH:21][C:5]2[N:6]=[C:7]([NH:9]C(NCCN3CCOCC3)=O)[S:8][C:4]=2[CH:3]=1.C(=O)([O-])[O-].[K+].[K+].Cl[C:30]1[N:34]2[N:35]=[C:36]([C:39]3[CH:40]=[N:41][N:42]([CH3:44])[CH:43]=3)[CH:37]=[CH:38][C:33]2=[N:32][N:31]=1.C(=O)([O-])O>O.CS(C)=O>[CH3:44][N:42]1[CH:43]=[C:39]([C:36]2[CH:37]=[CH:38][C:33]3[N:34]([C:30]([S:1][C:2]4[CH:22]=[CH:21][C:5]5[N:6]=[C:7]([NH2:9])[S:8][C:4]=5[CH:3]=4)=[N:31][N:32]=3)[N:35]=2)[CH:40]=[N:41]1 |f:1.2.3|. Procedure: 280 mg of 1-(6-sulphanyl-benzothiazol-2-yl)-3-(2-morpholin-4-yl-ethyl)urea, 2 cm3 of dimethyl sulphoxide and 240 mg of potassium carbonate are introduced, at 20° C., in a microwave tube equipped with a magnetic stirrer. The suspension thus obtained is stirred for 5 minutes before the addition of 200 mg of 3-chloro-6-(1-methyl-1H-pyrazol-4-yl)-1,2,4-triazolo[4,3-b]pyridazine. The reaction mixture is then heated in a microwave oven for 10 minutes at 190° C., and then poured into 100 cm3 of water. ... Starting materials: C1COCCO1, N#CO[K], COc1ccc(Cn2c(=O)n(C3CCC(N)CC3)c3ccc(C#N)cc32)cc1Cl, O. The product is COc1ccc(Cn2c(=O)n(C3CCC(NC(N)=O)CC3)c3ccc(C#N)cc32)cc1Cl. As a reaction SMILES: [CH2:35]1[O:36][CH2:37][CH2:38][O:39][CH2:40]1.[K:1][O:2][C:3]#[N:4].[NH2:5][CH:6]1[CH2:7][CH2:8][CH:9]([n:12]2[c:13](=[O:33])[n:14]([CH2:23][c:24]3[cH:25][c:26]([Cl:32])[c:27]([O:30][CH3:31])[cH:28][cH:29]3)[c:15]3[c:16]2[cH:17][cH:18][c:19]([C:21]#[N:22])[cH:20]3)[CH2:10][CH2:11]1.[OH2:34]>>[O:2]=[C:3]([NH2:4])[NH:5][CH:6]1[CH2:7][CH2:8][CH:9]([n:12]2[c:13](=[O:33])[n:14]([CH2:23][c:24]3[cH:25][c:26]([Cl:32])[c:27]([O:30][CH3:31])[cH:28][cH:29]3)[c:15]3[c:16]2[cH:17][cH:18][c:19]([C:21]#[N:22])[cH:20]3)[CH2:10][CH2:11]1.